This data is from the Open Reaction Database (ORD), a public repository of structured organic reaction records. The task is: describe an organic reaction: reactants, conditions, products, and yield The reactants are N1N=C(C=2CCC3=C(C12)C=CC=C3)C3=CC=[N+](C=C3)[O-] (4-(4,5-dihydro-1H-benzo[g]indazol-3-yl)pyridine 1-oxide), P(=O)(Cl)(Cl)Cl (phosphorus oxychloride). Product: ClC1=NC=CC(=C1)C1=NNC=2C3=C(CCC12)C=CC=C3 (3-(2-chloro-4-pyridyl)-4,5-dihydro-1H-benzo[g]indazole). RXN SMILES: [NH:1]1[C:9]2[C:8]3[CH:10]=[CH:11][CH:12]=[CH:13][C:7]=3[CH2:6][CH2:5][C:4]=2[C:3]([C:14]2[CH:19]=[CH:18][N+:17]([O-])=[CH:16][CH:15]=2)=[N:2]1.P(Cl)(Cl)([Cl:23])=O>>[Cl:23][C:18]1[CH:19]=[C:14]([C:3]2[C:4]3[CH2:5][CH2:6][C:7]4[CH:13]=[CH:12][CH:11]=[CH:10][C:8]=4[C:9]=3[NH:1][N:2]=2)[CH:15]=[CH:16][N:17]=1. Reported procedure: The N-oxide product from Example 14 (150 mg) was dissolved in phosphorus oxychloride (6 ml). The mixture was boiled under reflux for 4 hours. Excess phosphorus oxychloride was removed under reduced pressure and the residue was washed with saturated sodium carbonate solution and the product was extracted into chloroform, washed, dried and evaporated to give 3-(2-chloro-4-pyridyl)-4,5-dihydro-1H-benzo[g]indazole. The reactants are CN(N)S(=O)(=O)C1=CC=C(C=C1)Cl (2-methyl-2-[(4-chlorophenyl)sulfonyl] hydrazine), N1=CC=CC=C1 (pyridine), C(C)#N (acetonitrile), three, FC1=C(C(=O)Cl)C(=CC=C1)Cl (2-fluoro-6-chlorobenzoyl chloride). The reagents and catalysts are CN(C1=CC=NC=C1)C (4-dimethylaminopyridine). Run in C(Cl)Cl (methylene chloride). Run at temperature 10 celsius, time 8 hour. Yields the product FC1=C(C(=O)NN(S(=O)(=O)C2=CC=C(C=C2)Cl)C)C(=CC=C1)Cl (1-(2-fluoro-6-chlorobenzoyl)-2-methyl-2-[(4-chlorophenyl)sulfonyl] hydrazine). Reaction SMILES: [CH3:1][N:2]([S:4]([C:7]1[CH:12]=[CH:11][C:10]([Cl:13])=[CH:9][CH:8]=1)(=[O:6])=[O:5])[NH2:3].N1C=CC=CC=1.C(#N)C.[F:23][C:24]1[CH:32]=[CH:31][CH:30]=[C:29]([Cl:33])[C:25]=1[C:26](Cl)=[O:27]>CN(C)C1C=CN=CC=1.C(Cl)Cl>[F:23][C:24]1[CH:32]=[CH:31][CH:30]=[C:29]([Cl:33])[C:25]=1[C:26]([NH:3][N:2]([CH3:1])[S:4]([C:7]1[CH:12]=[CH:11][C:10]([Cl:13])=[CH:9][CH:8]=1)(=[O:5])=[O:6])=[O:27]. Procedure: Into a 100 mL three necked round bottom flask equipped with a magnetic stirrer and condenser, under an atmosphere of nitrogen, was added 2-methyl-2-[(4-chlorophenyl)sulfonyl] hydrazine (5.4 g, 24.5 mmol), pyridine (1.93 g, 1.98 mL, 24.5 mmol), 4-dimethylaminopyridine (0.15 g, 1.2 mmol), and acetonitrile (50 mL). The mixture was cooled to 10° C. and 2-fluoro-6-chlorobenzoyl chloride (4.65 g, 23.4 mmol) was added dropwise at a rate such that the temperature did not rise above 10° C. The mixture wa... Reactants: CCCCCCCCCCCCCCC(Br)C(=O)OC, C[Si](C)(C)Cl, CCCCCCCCCCCCCCCCCCCC=O, O=S(=O)(O)O, [Zn]. The product is CCCCCCCCCCCCCCCCCCCC(O)C(CCCCCCCCCCCCCC)C(=O)OC. Reaction SMILES: [Br:22][CH:23]([C:24](=[O:25])[O:26][CH3:27])[CH2:28][CH2:29][CH2:30][CH2:31][CH2:32][CH2:33][CH2:34][CH2:35][CH2:36][CH2:37][CH2:38][CH2:39][CH2:40][CH3:41].[CH3:42][Si:43]([CH3:44])([CH3:45])[Cl:46].[CH:1]([CH2:2][CH2:3][CH2:4][CH2:5][CH2:6][CH2:7][CH2:8][CH2:9][CH2:10][CH2:11][CH2:12][CH2:13][CH2:14][CH2:15][CH2:16][CH2:17][CH2:18][CH2:19][CH3:20])=[O:21].[S:48](=[O:49])(=[O:50])([OH:51])[OH:52].[Zn:47]>>[CH:1]([CH2:2][CH2:3][CH2:4][CH2:5][CH2:6][CH2:7][CH2:8][CH2:9][CH2:10][CH2:11][CH2:12][CH2:13][CH2:14][CH2:15][CH2:16][CH2:17][CH2:18][CH2:19][CH3:20])([OH:21])[CH:23]([C:24](=[O:25])[O:26][CH3:27])[CH2:28][CH2:29][CH2:30][CH2:31][CH2:32][CH2:33][CH2:34][CH2:35][CH2:36][CH2:37][CH2:38][CH2:39][CH2:40][CH3:41]. The reactants are C(C1=CC=CC=C1)O[C@@H]1[C@@H](O[C@H]([C@H]([C@H]1OCC1=CC=CC=C1)OCC1=CC=CC=C1)C)CCCO (3-(2,3,4-tri-O-benzyl-α-L-fucopyranosyl)propanol), CC(=O)OI1(C=2C=CC=CC2C(=O)O1)(OC(=O)C)OC(=O)C (Dess-Martin periodinane), CC(=O)OI1(C=2C=CC=CC2C(=O)O1)(OC(=O)C)OC(=O)C (Dess-Martin periodinane), alcohol. The solvent is C(Cl)Cl (CH2Cl2). Reaction conditions: temperature 0 celsius, time 1 hour. Product: C(C1=CC=CC=C1)O[C@@H]1[C@@H](O[C@H]([C@H]([C@H]1OCC1=CC=CC=C1)OCC1=CC=CC=C1)C)CCC=O (3-(2,3,4-tri-O-benzyl-α-L-fucopyranosyl)propanal). As a reaction SMILES: [CH2:1]([O:8][C@H:9]1[C@H:14]([O:15][CH2:16][C:17]2[CH:22]=[CH:21][CH:20]=[CH:19][CH:18]=2)[C@H:13]([O:23][CH2:24][C:25]2[CH:30]=[CH:29][CH:28]=[CH:27][CH:26]=2)[C@H:12]([CH3:31])[O:11][C@H:10]1[CH2:32][CH2:33][CH2:34][OH:35])[C:2]1[CH:7]=[CH:6][CH:5]=[CH:4][CH:3]=1.CC(OI1(OC(C)=O)(OC(C)=O)OC(=O)C2C=CC=CC1=2)=O>C(Cl)Cl>[CH2:1]([O:8][C@H:9]1[C@H:14]([O:15][CH2:16][C:17]2[CH:22]=[CH:21][CH:20]=[CH:19][CH:18]=2)[C@H:13]([O:23][CH2:24][C:25]2[CH:26]=[CH:27][CH:28]=[CH:29][CH:30]=2)[C@H:12]([CH3:31])[O:11][C@H:10]1[CH2:32][CH2:33][CH:34]=[O:35])[C:2]1[CH:7]=[CH:6][CH:5]=[CH:4][CH:3]=1. Reported procedure: To solution of 3-(2,3,4-tri-O-benzyl-α-L-fucopyranosyl)propanol (8.4 g, 17.62 mmol) in CH2Cl2 (100 mL) at 0° C. was added Dess-Martin periodinane (11.21 g, 26.4 mmol). The resulting mixture was allowed to stir at 0° C. for 1 hr and then at rt for 2 hr. TLC indicates still some starting alcohol present so further Dess-Martin periodinane (5 g, 11.8 mmol) added and the mixture was stirred at rt for additional 2 hr. The resulting mixture was washed with sat'd NaHCO3 (3×150 mL), brine (50 mL), dried ...